Dataset: the Open Reaction Database (ORD), a public repository of structured organic reaction records. Task: describe an organic reaction: reactants, conditions, products, and yield Starting materials: ( 100 ), NC=1N=CC2=C(N1)N=C(C(=C2)C2=C(C=CC=C2Cl)Cl)N (2,7-diamino-6-(2,6-dichlorophenyl)-pyrido[2,3-d]pyrimidine), C(C)(C)N=C=O (isopropyl isocyanate), N (ammonia). Run in C (methane). The product is NC=1N=CC2=C(N1)N=C(C(=C2)C2=C(C=CC=C2Cl)Cl)NC(=O)NC(C)C (1-[2-Amino-6-(2,6-dichlorophenyl)-pyrido[2,3-d]pyrimidin-7-yl]-3-isopropyl-urea). As a reaction SMILES: [NH2:1][C:2]1[N:3]=[CH:4][C:5]2[CH:11]=[C:10]([C:12]3[C:17]([Cl:18])=[CH:16][CH:15]=[CH:14][C:13]=3[Cl:19])[C:9]([NH2:20])=[N:8][C:6]=2[N:7]=1.[CH:21]([N:24]=[C:25]=[O:26])([CH3:23])[CH3:22].N>C>[NH2:1][C:2]1[N:3]=[CH:4][C:5]2[CH:11]=[C:10]([C:12]3[C:17]([Cl:18])=[CH:16][CH:15]=[CH:14][C:13]=3[Cl:19])[C:9]([NH:20][C:25]([NH:24][CH:21]([CH3:23])[CH3:22])=[O:26])=[N:8][C:6]=2[N:7]=1. Procedure details: The title compound was prepared from 0.5 g of 6-(2,6-dichlorophenyl)-pyrido{2,3-d]pyrimidine-2,7-diamine from Example 1 and 0.172 mL of isopropyl isocyanate according to Example 2. The product was purified by MPLC eluting with a gradient of CHCl3 :EtOAc (1:1) to afford the pure product; mp 184°-188° C., CIMS (1% ammonia in methane): m/z (relative intensity) 391 (MH+, 16), 393 (MH+ +2, 11), 306 (100). The reactants are Cl.FC=1C=NC(=NC1)[C@H](C)N ((S)-1-(5-Fluoropyrimidin-2-yl)ethanamine hydrochloride), ClC1=NC=C(C(=N1)NC1=NNC(=C1)C1CC1)[N+](=O)[O-] (2-Chloro-N-(5-cyclopropyl-1H-pyrazol-3-yl)-5-nitropyrimidin-4-amine), CCN(C(C)C)C(C)C (DIEA). The solvent is CCCCO (n-BuOH). Reaction conditions: temperature 60 celsius. Product: [N+](=O)([O-])C=1C(=NC(=NC1)N[C@@H](C)C1=NC=C(C=N1)F)NC1=NNC(=C1)C1CC1 (5-Nitro-N4-(5-cyclopropyl-1H-pyrazol-3-yl)-N2-[(1S)-1-(5-fluoropyrimidin-2-yl)ethyl]pyrimidine-2,4-diamine). Isolated yield 77.9%. Reaction SMILES: Cl.[F:2][C:3]1[CH:4]=[N:5][C:6]([C@@H:9]([NH2:11])[CH3:10])=[N:7][CH:8]=1.Cl[C:13]1[N:18]=[C:17]([NH:19][C:20]2[CH:24]=[C:23]([CH:25]3[CH2:27][CH2:26]3)[NH:22][N:21]=2)[C:16]([N+:28]([O-:30])=[O:29])=[CH:15][N:14]=1.CCN(C(C)C)C(C)C>CCCCO>[N+:28]([C:16]1[C:17]([NH:19][C:20]2[CH:24]=[C:23]([CH:25]3[CH2:27][CH2:26]3)[NH:22][N:21]=2)=[N:18][C:13]([NH:11][C@H:9]([C:6]2[N:7]=[CH:8][C:3]([F:2])=[CH:4][N:5]=2)[CH3:10])=[N:14][CH:15]=1)([O-:30])=[O:29] |f:0.1|. Reported procedure: A 20 mL round bottom flask was charged with (S)-1-(5-Fluoropyrimidin-2-yl)ethanamine hydrochloride (Method 7, 0.25 g, 1.77 mmol), 2-Chloro-N-(5-cyclopropyl-1H-pyrazol-3-yl)-5-nitropyrimidin-4-amine (Method 37, 0.3 g, 1.0 mmol), and DIEA (0.30 g, 2.34 mmol). Anhydrous n-BuOH (5 mL) was added, and the flask was heated at 60° C. for 4 hours. The reaction mixture was washed with brine (5 mL×3), and the organic layer was dried and concentrated. The resulting residue was separated by silica gel column... The reactants are CCO, N#CCc1c(Cl)cccc1Cl, Cl, NO, [Na+], [Na+], [Na+], O=C([O-])[O-], O, O=P([O-])(O)O. The product is NC(Cc1c(Cl)cccc1Cl)=NO. Reaction SMILES: [CH3:27][CH2:28][OH:29].[Cl:1][c:2]1[c:3]([CH2:9][C:10]#[N:11])[c:4]([Cl:8])[cH:5][cH:6][cH:7]1.[ClH:12].[NH2:13][OH:14].[Na+:15].[Na+:16].[Na+:26].[O-:17][C:18](=[O:19])[O-:20].[OH2:30].[P:21]([O-:22])([OH:23])([OH:24])=[O:25]>>[Cl:1][c:2]1[c:3]([CH2:9][C:10]([NH2:11])=[N:13][OH:14])[c:4]([Cl:8])[cH:5][cH:6][cH:7]1. The reactants are CON=C(C(=O)OC)C1=C(C=CC=C1)CBr (methyl 2-bromomethylphenylglyoxylate O-methyloxime), CC1=NN(C(=C1)C)O (3,5-dimethyl-1-hydroxypyrazole), [OH-].[K+] (potassium hydroxide). The solvent is CN(C=O)C (dimethylformamide), C(C)O (ethanol), C(C)O (ethanol). Reaction conditions: time 2 hour. Product: CON=C(C(=O)OC)C1=C(C=CC=C1)COC1(N=NC(=C1)C)C (Methyl 2-(3,5-dimethyl-1-pyrazolyloxymethyl)phenylglyoxylate O-methyloxime). Isolated yield 58.3%. As a reaction SMILES: [CH3:1][C:2]1[CH:6]=[C:5]([CH3:7])[N:4](O)[N:3]=1.[OH-:9].[K+].[CH3:11][O:12][N:13]=[C:14]([C:19]1[CH:24]=[CH:23][CH:22]=[CH:21][C:20]=1[CH2:25]Br)[C:15]([O:17][CH3:18])=[O:16]>C(O)C.CN(C)C=O>[CH3:11][O:12][N:13]=[C:14]([C:19]1[CH:24]=[CH:23][CH:22]=[CH:21][C:20]=1[CH2:25][O:9][C:5]1([CH3:7])[CH:6]=[C:2]([CH3:1])[N:3]=[N:4]1)[C:15]([O:17][CH3:18])=[O:16] |f:1.2|. Reported procedure: 2.2 g (0.02 mol) of 3,5-dimethyl-1-hydroxypyrazole in 30 ml of ethanol are added dropwise to a solution of 1.2 g (0.02 mol) of potassium hydroxide in 50 ml of ethanol. The reaction mixture is stirred at room temperature for two hours and then concentrated. The residue is taken up in 60 ml of dimethylformamide, and 5.7 g (0.02 mol) of methyl 2-bromomethylphenylglyoxylate O-methyloxime in 30 ml of dimethylformamide are added. The mixture is stirred at 100° C. for two hours, the solvent is removed ... The reactants are CC(C)(C)OC(=O)N1CCC(CO)CC1, C1CCOC1, CO, CCCCCC, CS(=O)(=O)c1ccc(-c2ccc(O)cc2F)cc1, CC(C)OC(=O)N=NC(=O)OC(C)C, c1ccc(P(c2ccccc2)c2ccccc2)cc1. The product is CC(C)(C)OC(=O)N1CCC(COc2ccc(-c3ccc(S(C)(=O)=O)cc3)c(F)c2)CC1. Reaction SMILES: [C:19](=[O:20])([O:21][C:22]([CH3:23])([CH3:24])[CH3:25])[N:26]1[CH2:27][CH2:28][CH:29]([CH2:32][OH:33])[CH2:30][CH2:31]1.[CH2:67]1[O:68][CH2:69][CH2:70][CH2:71]1.[CH3:72][OH:73].[CH3:74][CH2:75][CH2:76][CH2:77][CH2:78][CH3:79].[F:1][c:2]1[c:3](-[c:9]2[cH:10][cH:11][c:12]([S:15](=[O:16])(=[O:17])[CH3:18])[cH:13][cH:14]2)[cH:4][cH:5][c:6]([OH:8])[cH:7]1.[O:53]=[C:54]([O:55][CH:56]([CH3:57])[CH3:58])[N:59]=[N:60][C:61]([O:62][CH:63]([CH3:64])[CH3:65])=[O:66].[c:34]1([P:35]([c:36]2[cH:37][cH:38][cH:39][cH:40][cH:41]2)[c:42]2[cH:43][cH:44][cH:45][cH:46][cH:47]2)[cH:48][cH:49][cH:50][cH:51][cH:52]1>>[F:1][c:2]1[c:3](-[c:9]2[cH:10][cH:11][c:12]([S:15](=[O:16])(=[O:17])[CH3:18])[cH:13][cH:14]2)[cH:4][cH:5][c:6]([O:8][CH2:32][CH:29]2[CH2:28][CH2:27][N:26]([C:19](=[O:20])[O:21][C:22]([CH3:23])([CH3:24])[CH3:25])[CH2:31][CH2:30]2)[cH:7]1. The reactants are BrC=1C=C(C(=O)NC2=CC=C(C=C2)OC(F)(F)F)C=CC1N1C[C@@H](CC1)O ((R)-3-bromo-4-(3-hydroxypyrrolidin-1-yl)-N-(4-(trifluoromethoxy)phenyl)benzamide), CC1(OB(OC1(C)C)C1=CC=NN1COCC[Si](C)(C)C)C (5-(4,4,5,5-tetramethyl-1,3,2-dioxaborolan-2-yl)-1-((2-(trimethylsilyl)ethoxy)methyl)-1H-pyrazole), C(=O)([O-])[O-].[Na+].[Na+] (Na2CO3), COCCOC (DME), Si-Thiol. The reagents and catalysts are Cl[Pd]([P](C1=CC=CC=C1)(C2=CC=CC=C2)C3=CC=CC=C3)([P](C4=CC=CC=C4)(C5=CC=CC=C5)C6=CC=CC=C6)Cl (Pd(PPh3)2Cl2). Run in C1CCOC1 (THF), O (water), CCO (EtOH). Product: O[C@H]1CN(CC1)C1=C(C=C(C(=O)NC2=CC=C(C=C2)OC(F)(F)F)C=C1)C1=CC=NN1 ((R)-4-(3-Hydroxypyrrolidin-1-yl)-3-(1H-pyrazol-5-yl)-N-(4-(trifluoromethoxy)phenyl)benzamide). RXN SMILES: Br[C:2]1[CH:3]=[C:4]([CH:19]=[CH:20][C:21]=1[N:22]1[CH2:26][CH2:25][C@@H:24]([OH:27])[CH2:23]1)[C:5]([NH:7][C:8]1[CH:13]=[CH:12][C:11]([O:14][C:15]([F:18])([F:17])[F:16])=[CH:10][CH:9]=1)=[O:6].CC1(C)C(C)(C)OB([C:36]2[N:40](COCC[Si](C)(C)C)[N:39]=[CH:38][CH:37]=2)O1.C([O-])([O-])=O.[Na+].[Na+].COCCOC>O.C1COCC1.Cl[Pd](Cl)([P](C1C=CC=CC=1)(C1C=CC=CC=1)C1C=CC=CC=1)[P](C1C=CC=CC=1)(C1C=CC=CC=1)C1C=CC=CC=1.CCO>[OH:27][C@@H:24]1[CH2:25][CH2:26][N:22]([C:21]2[CH:20]=[CH:19][C:4]([C:5]([NH:7][C:8]3[CH:13]=[CH:12][C:11]([O:14][C:15]([F:18])([F:17])[F:16])=[CH:10][CH:9]=3)=[O:6])=[CH:3][C:2]=2[C:36]2[NH:40][N:39]=[CH:38][CH:37]=2)[CH2:23]1 |f:2.3.4,^1:70,89|. Reported procedure: A suspension of (R)-3-bromo-4-(3-hydroxypyrrolidin-1-yl)-N-(4-(trifluoromethoxy)phenyl)benzamide (Stage 1.2, 100 mg, 0.225 mmol), 5-(4,4,5,5-tetramethyl-1,3,2-dioxaborolan-2-yl)-1-((2-(trimethylsilyl)ethoxy)methyl)-1H-pyrazole (146 mg, 0.45 mmol), Pd(PPh3)2Cl2 (17.34 mg, 0.025 mmol) and Na2CO3 (119 mg, 1.123 mmol) in a mixture of water (272 μL), DME (953 μL) and EtOH (136 μL) was subjected to MW irradiation at 125° C. for 20 min. The RM was diluted with THF (3 mL), treated with Si-Thiol (Silicyc...